describe an organic reaction: reactants, conditions, products, and yield From a dataset of the Open Reaction Database (ORD), a public repository of structured organic reaction records. The reactants are [N+](=O)([O-])C1=CC=C(COC(=O)NC2CN(C2)C(=O)C=2N=C(OC2)N2CC(C2)SC=2[C@@H]([C@H]3N(C2C(=O)OCC2=CC=C(C=C2)[N+](=O)[O-])C([C@@H]3[C@@H](C)O)=O)C)C=C1 (p-Nitrobenzyl (1R,5S,6S)-2-{1-{4-[3-(p-nitrobenzyloxycarbonylamino)azetidin-1-ylcarbonyl]-1,3-oxazol-2-yl}azetidin-3-yl}thio-6-[(R)-1-hydroxyethyl]-1-methylcarbapen-2-em-3-carboxylate). Run in O1CCCC1 (tetrahydrofuran). Reaction conditions: time 3.5 hour. The product is NC1CN(C1)C(=O)C=1N=C(OC1)N1CC(C1)SC=1[C@@H]([C@H]2N(C1C(=O)O)C([C@@H]2[C@@H](C)O)=O)C ((1R,5S,6S)-2-{1-[4-(3-aminoazetidine-1-carbonyl)-1,3-oxazol-2-yl]azetidin-3-yl}thio-6-[(R)-1-hydroxyethyl]-1-methylcarbapen-2-em-3-carboxylic acid). Yield: 45.7%. As a reaction SMILES: [N+](C1C=CC(COC([NH:12][CH:13]2[CH2:16][N:15]([C:17]([C:19]3[N:20]=[C:21]([N:24]4[CH2:27][CH:26]([S:28][C:29]5[C@H:30]([CH3:53])[C@@H:31]6[C@@H:48]([C@H:49]([OH:51])[CH3:50])[C:47](=[O:52])[N:32]6[C:33]=5[C:34]([O:36]CC5C=CC([N+]([O-])=O)=CC=5)=[O:35])[CH2:25]4)[O:22][CH:23]=3)=[O:18])[CH2:14]2)=O)=CC=1)([O-])=O>O1CCCC1>[NH2:12][CH:13]1[CH2:14][N:15]([C:17]([C:19]2[N:20]=[C:21]([N:24]3[CH2:27][CH:26]([S:28][C:29]4[C@H:30]([CH3:53])[C@@H:31]5[C@@H:48]([C@H:49]([OH:51])[CH3:50])[C:47](=[O:52])[N:32]5[C:33]=4[C:34]([OH:36])=[O:35])[CH2:25]3)[O:22][CH:23]=2)=[O:18])[CH2:16]1. Procedure details: p-Nitrobenzyl (1R,5S,6S)-2-{1-{4-[3-(p-nitrobenzyloxycarbonylamino)azetidin-1-ylcarbonyl]-1,3-oxazol-2-yl}azetidin-3-yl}thio-6-[(R)-1-hydroxyethyl]-1-methylcarbapen-2-em-3-carboxylate (250 mg, 0.321 mmol) (obtained as described in Example 79(1)) in a mixture of tetrahydrofuran (13 ml) and distilled water (13 ml) was subjected to catalytic hydrogenation in the presence of 10% palladium on charcoal (250 mg) at room temperature for 3.5 hours. After checking the completion of the reaction, the react...